Dataset: the Open Reaction Database (ORD), a public repository of structured organic reaction records. Task: describe an organic reaction: reactants, conditions, products, and yield Yields the product COc1cc2oc(=O)c3c(c2cc1OC)CCN(CCN1CCN(C(C)=O)CC1)C3. The reactants are CC(=O)N1CCN(CCCl)CC1, COc1cc2oc(=O)c3c(c2cc1OC)CCNC3. As a reaction SMILES: [C:20]([CH3:21])(=[O:22])[N:23]1[CH2:24][CH2:25][N:26]([CH2:29][CH2:30][Cl:31])[CH2:27][CH2:28]1.[CH3:1][O:2][c:3]1[cH:4][c:5]2[c:6]([cH:7][c:8]1[O:9][CH3:10])[c:11]1[c:12]([c:17](=[O:19])[o:18]2)[CH2:13][NH:14][CH2:15][CH2:16]1>>[CH3:1][O:2][c:3]1[cH:4][c:5]2[c:6]([cH:7][c:8]1[O:9][CH3:10])[c:11]1[c:12]([c:17](=[O:19])[o:18]2)[CH2:13][N:14]([CH2:30][CH2:29][N:26]2[CH2:25][CH2:24][N:23]([C:20]([CH3:21])=[O:22])[CH2:28][CH2:27]2)[CH2:15][CH2:16]1.